From a dataset of the Open Reaction Database (ORD), a public repository of structured organic reaction records. describe an organic reaction: reactants, conditions, products, and yield Reactants: CCOC(=O)C(N)C(C)C, CN(C)C=O, CCN(C(C)C)C(C)C, Cl, O=C1OC(c2ccco2)=NC12CCCCC2. Product: CCOC(=O)C(NC(=O)C1(NC(=O)c2ccco2)CCCCC1)C(C)C. RXN SMILES: [CH2:2]([CH3:3])[O:4][C:5]([CH:6]([NH2:7])[CH:8]([CH3:9])[CH3:10])=[O:11].[CH3:37][N:38]([CH3:39])[CH:40]=[O:41].[CH:28]([N:29]([CH:30]([CH3:31])[CH3:32])[CH2:33][CH3:34])([CH3:35])[CH3:36].[ClH:1].[o:12]1[c:13]([C:17]2=[N:18][C:19]3([C:20](=[O:22])[O:21]2)[CH2:23][CH2:24][CH2:25][CH2:26][CH2:27]3)[cH:14][cH:15][cH:16]1>>[CH2:2]([CH3:3])[O:4][C:5]([CH:6]([NH:7][C:20]([C:19]1([NH:18][C:17]([c:13]2[o:12][cH:16][cH:15][cH:14]2)=[O:21])[CH2:23][CH2:24][CH2:25][CH2:26][CH2:27]1)=[O:22])[CH:8]([CH3:9])[CH3:10])=[O:11].